This data is from the Open Reaction Database (ORD), a public repository of structured organic reaction records. The task is: describe an organic reaction: reactants, conditions, products, and yield Reactants: 1-[N-(3,5-dibenzyloxybenzyl)-N-p-tosyl-amino]-2,2-diethoxyethane, C(C1=CC=CC=C1)OC=1C=C(C=NCC(OCC)OCC)C=C(C1)OCC1=CC=CC=C1 (1-[N-(3,5-dibenzyloxybenzylidene)amino]-2,2-diethoxyethane), compound ( VI ), C(C1=CC=CC=C1)OC=1C=C(C=O)C=C(C1)OCC1=CC=CC=C1 (3,5-dibenzyloxybenzaldehyde), NCC(OCC)OCC (1-amino-2,2-diethoxyethane), [BH4-].[Na+] (sodium borohydride). Solvent: C(C)O (ethanol). The product is C(C1=CC=CC=C1)OC=1C=C(CNCC(OCC)OCC)C=C(C1)OCC1=CC=CC=C1 (1-[N-(3,5-dibenzyloxybenzyl)amino]-2,2-diethoxyethane). As a reaction SMILES: C(OC1C=C(C=C(OCC2C=CC=CC=2)C=1)C=O)C1C=CC=CC=1.NCC(OCC)OCC.[CH2:34]([O:41][C:42]1[CH:43]=[C:44]([CH:55]=[C:56]([O:58][CH2:59][C:60]2[CH:65]=[CH:64][CH:63]=[CH:62][CH:61]=2)[CH:57]=1)[CH:45]=[N:46][CH2:47][CH:48]([O:52][CH2:53][CH3:54])[O:49][CH2:50][CH3:51])[C:35]1[CH:40]=[CH:39][CH:38]=[CH:37][CH:36]=1.[BH4-].[Na+]>C(O)C>[CH2:34]([O:41][C:42]1[CH:43]=[C:44]([CH:55]=[C:56]([O:58][CH2:59][C:60]2[CH:61]=[CH:62][CH:63]=[CH:64][CH:65]=2)[CH:57]=1)[CH2:45][NH:46][CH2:47][CH:48]([O:49][CH2:50][CH3:51])[O:52][CH2:53][CH3:54])[C:35]1[CH:40]=[CH:39][CH:38]=[CH:37][CH:36]=1 |f:3.4|. Procedure: 1-[N-(3,5-dibenzyloxybenzyl)-N-p-tosyl-amino]-2,2-diethoxyethane (VI) is readily obtainable. For example, said compound (VI) is prepared by condensing 3,5-dibenzyloxybenzaldehyde with 1-amino-2,2-diethoxyethane at 60° to 100° C, reducing the resultant 1-[N-(3,5-dibenzyloxybenzylidene)amino]-2,2-diethoxyethane with sodium borohydride in ethanol under refluxing to give 1-[N-(3,5-dibenzyloxybenzyl)amino]-2,2-diethoxyethane, and then reacting said product with p-tosyl chloride in pyridine under ice-... Reactants: CN1CCC(=O)CC1, Cl, N#C[K], O. Product: CN1CCC(O)(C#N)CC1. Reaction SMILES: [CH3:1][N:2]1[CH2:3][CH2:4][C:5](=[O:8])[CH2:6][CH2:7]1.[ClH:9].[K:10][C:11]#[N:12].[OH2:13]>>[CH3:1][N:2]1[CH2:3][CH2:4][C:5]([OH:8])([C:11]#[N:12])[CH2:6][CH2:7]1. Starting materials: CC1=C(C=C(CNN)C=C1)Cl (4-methyl-3-chlorobenzylhydrazine), C(C)OC(C=C(OCC)N)=O (β-amino-β-ethoxyacrylic acid ethyl ester), C1(=CC=C(C=C1)S(=O)(=O)O)C (p-toluenesulphonic acid). Solvent: C(C)O (ethanol). Conditions: time 2 hour. Product: NC=1NN(C(C1)=O)CC1=CC(=C(C=C1)C)Cl (3-Amino-1-(3-chloro-4-methylbenzyl)-pyrazol-5-one). As a reaction SMILES: [CH3:1][C:2]1[CH:10]=[CH:9][C:5]([CH2:6][NH:7][NH2:8])=[CH:4][C:3]=1[Cl:11].C([O:14][C:15](=O)[CH:16]=[C:17]([NH2:21])OCC)C.C1(C)C=CC(S(O)(=O)=O)=CC=1>C(O)C>[NH2:21][C:17]1[NH:8][N:7]([CH2:6][C:5]2[CH:9]=[CH:10][C:2]([CH3:1])=[C:3]([Cl:11])[CH:4]=2)[C:15](=[O:14])[CH:16]=1. Procedure details: 50 g of 4-methyl-3-chlorobenzylhydrazine were added dropwise, under nitrogen, to a solution of 46.7 g of β-amino-β-ethoxyacrylic acid ethyl ester and 1.5 g of p-toluenesulphonic acid in 200 ml of ethanol. After stirring for a further two hours, the compound identified above precipitated. It was filtered off and recrystallised from ethanol. Melting point: 130°-131°, 35 g (50%).